Task: describe an organic reaction: reactants, conditions, products, and yield. Dataset: the Open Reaction Database (ORD), a public repository of structured organic reaction records The reactants are B1(N2CCC[C@@H]2C(O1)(C3=CC=CC=C3)C4=CC=CC=C4)C ((R)-2-methyl-CBS-oxazaborolidine), [Si](C)(C)(C(C)(C)C)O[C@H]1C[C@@H](CC2=CC=C3[C@@H]4CC=C(C(C)=O)[C@]4(CC[C@@H]3[C@@]12C)C)O[Si](C)(C)C(C)(C)C ((1α,3β)-1,3-bis((tert-butyl(dimethyl)silyl)oxy)pregna-5,7,16-trien-20-one), CO (Methanol). Run in C1(=CC=CC=C1)C (toluene), C1(=CC=CC=C1)C (toluene). Conditions: temperature -20 celsius, time 30 minute. The product is [Si](C)(C)(C(C)(C)C)O[C@H]1C[C@@H](CC2=CC=C3[C@@H]4CC=C([C@H](C)O)[C@]4(CC[C@@H]3[C@@]12C)C)O[Si](C)(C)C(C)(C)C ((1α,3β,20S)-1,3-bis((tert-butyl(dimethyl)silyl)oxy)pregna-5,7,16-trien-20-ol). Yield: 51.6%. Reaction SMILES: [Si:1]([O:8][C@@H:9]1[C@@:28]2([CH3:29])[C:13](=[CH:14][CH:15]=[C:16]3[C@@H:27]2[CH2:26][CH2:25][C@@:24]2([CH3:30])[C@H:17]3[CH2:18][CH:19]=[C:20]2[C:21](=[O:23])[CH3:22])[CH2:12][C@@H:11]([O:31][Si:32]([C:35]([CH3:38])([CH3:37])[CH3:36])([CH3:34])[CH3:33])[CH2:10]1)([C:4]([CH3:7])([CH3:6])[CH3:5])([CH3:3])[CH3:2].B1(C)OC(C2C=CC=CC=2)(C2C=CC=CC=2)[C@@H]2N1CCC2.CO>C1(C)C=CC=CC=1>[Si:1]([O:8][C@@H:9]1[C@@:28]2([CH3:29])[C:13](=[CH:14][CH:15]=[C:16]3[C@@H:27]2[CH2:26][CH2:25][C@@:24]2([CH3:30])[C@H:17]3[CH2:18][CH:19]=[C:20]2[C@@H:21]([OH:23])[CH3:22])[CH2:12][C@@H:11]([O:31][Si:32]([C:35]([CH3:36])([CH3:38])[CH3:37])([CH3:33])[CH3:34])[CH2:10]1)([C:4]([CH3:7])([CH3:6])[CH3:5])([CH3:3])[CH3:2]. Procedure: The (1α,3β)-1,3-bis((tert-butyl(dimethyl)silyl)oxy)pregna-5,7,16-trien-20-one synthesized in Example 24 (45.0 g) was dissolved in toluene (240 ml) and then cooled to −20° C., followed by stirring for 30 minutes. Borane-dimethylsulfide complex (22.9 ml) was added to the resulting solution at −20° C. and stirred for 5 minutes. A 1M toluene solution of (R)-2-methyl-CBS-oxazaborolidine (22.9 ml) was further added to the solution at −20° C. and stirred for 1 hour. Methanol was added to the reaction m...